Dataset: the Open Reaction Database (ORD), a public repository of structured organic reaction records. Task: describe an organic reaction: reactants, conditions, products, and yield Reactants: COC1=CC=2[C@@H]3[C@H](NC2C=C1)C1=CC=CC=C1C3 (cis-4b,5,9b,10-tetrahydro-8-methoxyindeno[1,2-b]indole), IC (iodomethane), [H-].[Na+] (sodium hydride). Solvent: C1CCOC1 (THF). The product is COC1=CC=2[C@@H]3[C@H](N(C2C=C1)C)C1=CC=CC=C1C3 (cis-4b.5.9b,10-Tetrahydro-8-methoxy-5-methylindeno[1,2-b]indole). Reaction SMILES: [CH3:1][O:2][C:3]1[CH:11]=[CH:10][C:9]2[NH:8][C@@H:7]3[C:12]4[C:17]([CH2:18][C@@H:6]3[C:5]=2[CH:4]=1)=[CH:16][CH:15]=[CH:14][CH:13]=4.I[CH3:20].[H-].[Na+]>C1COCC1>[CH3:1][O:2][C:3]1[CH:11]=[CH:10][C:9]2[N:8]([CH3:20])[C@@H:7]3[C:12]4[C:17]([CH2:18][C@@H:6]3[C:5]=2[CH:4]=1)=[CH:16][CH:15]=[CH:14][CH:13]=4 |f:2.3|. Procedure details: Using the same procedure as described in Example 2 for cis-4b,5,9b,10-tetrahydro-8-methoxyindeno[1,2-b]indole (239 mg, 1.0 mmol) was methylated with iodomethane, using sodium hydride (25 mg, 1.1 mmol) as the base, in THF (2 cm3). Extraction work-up (into diethylether), and purification by "suction" flash chromatography, yielded a clear gum. Yield: 158 mg, (63%) which solidified after bulb to bulb distillation (180° C. at 0.2 mm Hg), giving the title compound M.p. 72° C. 1H NMR (CDCl3) δ: 2.87 (3...